Dataset: the Open Reaction Database (ORD), a public repository of structured organic reaction records. Task: describe an organic reaction: reactants, conditions, products, and yield Starting materials: ClC1=NC=C(C=C1Cl)C(F)(F)F (2,3-dichloro-5-trifluoromethylpyridine), COC1=CC=C(C=C1)B(O)O (p-methoxyphenylboronic acid), C(O)([O-])=O.[Na+] (sodium hydrogencarbonate), Cl (hydrochloric acid). Reaction SMILES: Cl[C:2]1[C:7]([Cl:8])=[CH:6][C:5]([C:9]([F:12])([F:11])[F:10])=[CH:4][N:3]=1.[CH3:13][O:14][C:15]1[CH:20]=[CH:19][C:18](B(O)O)=[CH:17][CH:16]=1.C(=O)([O-])O.[Na+].Cl>O1CCCC1.O.C1C=CC([P]([Pd]([P](C2C=CC=CC=2)(C2C=CC=CC=2)C2C=CC=CC=2)([P](C2C=CC=CC=2)(C2C=CC=CC=2)C2C=CC=CC=2)[P](C2C=CC=CC=2)(C2C=CC=CC=2)C2C=CC=CC=2)(C2C=CC=CC=2)C2C=CC=CC=2)=CC=1>[Cl:8][C:7]1[C:2]([C:18]2[CH:19]=[CH:20][C:15]([O:14][CH3:13])=[CH:16][CH:17]=2)=[N:3][CH:4]=[C:5]([C:9]([F:12])([F:11])[F:10])[CH:6]=1 |f:2.3,^1:39,41,60,79|. Isolated yield 71.8%. The solvent is O1CCCC1 (tetrahydrofuran), O (water). Procedure details: 20.4 g of 2,3-dichloro-5-trifluoromethylpyridine, 18.9 g of p-methoxyphenylboronic acid, 0.4 g of tetrakis(triphenylphosphine)palladium(0) and 23.8 g of sodium hydrogencarbonate were refluxed for 2 hours in a mixture of 300 ml of tetrahydrofuran and 300 ml of water. After colling, the mixture was acidified by means of 10% strength hydrochloric acid. The tetrahydrofuran was removed by distillation under reduced pressure, and the product was then extracted three times with 100 m of methylene chlor... Product: ClC=1C(=NC=C(C1)C(F)(F)F)C1=CC=C(C=C1)OC (3-Chloro-2-(4-methoxyphenyl)-5-trifluoromethylpyridine). Reagents/catalysts: C=1C=CC(=CC1)[P](C=2C=CC=CC2)(C=3C=CC=CC3)[Pd]([P](C=4C=CC=CC4)(C=5C=CC=CC5)C=6C=CC=CC6)([P](C=7C=CC=CC7)(C=8C=CC=CC8)C=9C=CC=CC9)[P](C=1C=CC=CC1)(C=1C=CC=CC1)C=1C=CC=CC1 (tetrakis(triphenylphosphine)palladium(0)). Reactants: Cl.[C@H]12CNC[C@H](CC1)N2C[C@H](O)C=2C(=C1COC(C1=CC2)=O)C (5-((R)-2-((1R,5S)-3,8-diazabicyclo[3.2.1]octan-8-yl)-1-hydroxyethyl)-4-methylisobenzofuran-1(3H)-one hydrochloride), Cl.[C@H]12CNC[C@H](CC1)N2C[C@H](O)C=2C(=C1COC(C1=CC2)=O)C (5-((R)-2-((1R,5S)-3,8-diazabicyclo[3.2.1]octan-8-yl)-1-hydroxyethyl)-4-methylisobenzofuran-1(3H)-one hydrochloride), C[C@@H]1OC(C2=CC=C(C=C2C1)C1OC1)=O ((3S)-3-methyl-6-(oxiran-2-yl)-3,4-dihydro-1H-isochromen-1-one), C[C@@H]1OC(C2=CC=C(C=C2C1)C1OC1)=O ((3S)-3-methyl-6-(oxiran-2-yl)-3,4-dihydro-1H-isochromen-1-one), CCN(C(C)C)C(C)C (Hunig's base). The solvent is C(C)O (ethanol). Run at temperature 80 celsius. Product: OC(CN1CCN(CC1)C[C@@H](C1=C(C2=C(C(OC2)=O)C=C1)C)O)C=1C=C2C[C@H](OC(C2=CC1)=O)C ((3R)-6-(1-hydroxy-2-{4-[(2R)-2-hydroxy-2-(4-methyl-1-oxo-1,3-dihydro-2-benzofuran-5-yl)ethyl]piperazin-1-yl}ethyl)-3-methyl-3,4-dihydro-1H-isochromen-1-one). RXN SMILES: Cl.[C@@H:2]12[N:9]([CH2:10][C@@H:11]([C:13]3[C:14]([CH3:23])=[C:15]4[C:19](=[CH:20][CH:21]=3)[C:18](=[O:22])[O:17][CH2:16]4)[OH:12])[C@@H:6](CC1)[CH2:5][NH:4][CH2:3]2.[CH3:24][C@H:25]1[CH2:34][C:33]2[C:28](=[CH:29][CH:30]=[C:31]([CH:35]3[CH2:37][O:36]3)[CH:32]=2)[C:27](=[O:38])[O:26]1.CCN(C(C)C)C(C)C>C(O)C>[OH:36][CH:35]([C:31]1[CH:32]=[C:33]2[C:28](=[CH:29][CH:30]=1)[C:27](=[O:38])[O:26][C@H:25]([CH3:24])[CH2:34]2)[CH2:37][N:4]1[CH2:3][CH2:2][N:9]([CH2:10][C@H:11]([OH:12])[C:13]2[CH:21]=[CH:20][C:19]3[C:18](=[O:22])[O:17][CH2:16][C:15]=3[C:14]=2[CH3:23])[CH2:6][CH2:5]1 |f:0.1|. Reported procedure: To a solution of (R)-5-(1-hydroxy-2-(piperazin-1-yl)ethyl)-4-methylisobenzofuran-1(3H)-one (INTERMEDIATE 12) (150 mg, 0.54 mmol) in ethanol (2 mL) was added (3S)-3-methyl-6-(oxiran-2-yl)-3,4-dihydro-1H-isochromen-1-one (INTERMEDIATE 24)(110 mg, 0.54 mmol) and Hunig's base (95 uL, 0.54 mmol). The mixture was heated to 80° C. for 20 hours. The solvent was removed using rotary evaporation and the crude oil was purified via by silica gel chromatography (0-7% MeOH in DCM) to yield (3R)-6-(1-hydroxy-2... Reactants: NC1=NC=C(C(=N1)N)CC1=CC(=C(C2=C1C=CC(O2)C)OC)OC (2,4-diamino-5-(7,8-dimethoxy-2-methyl-2H-1-benzopyran-5-ylmethyl)pyrimidine), CC(C)([O-])C.[K+] (potassium t-butoxide). Run in CS(=O)C (dimethyl sulfoxide), O (water). Yields the product NC1=NC=C(C(=N1)N)CC1=CC(=C(C2=C1CC=C(O2)C)OC)OC (2,4-Diamino-5-(7,8-dimethoxy-2-methyl-4H-1-benzopyran-5-ylmethyl)pyrimidine). The yield is 84.9%. RXN SMILES: [NH2:1][C:2]1[N:7]=[C:6]([NH2:8])[C:5]([CH2:9][C:10]2[C:15]3[CH:16]=[CH:17][CH:18]([CH3:20])[O:19][C:14]=3[C:13]([O:21][CH3:22])=[C:12]([O:23][CH3:24])[CH:11]=2)=[CH:4][N:3]=1.CC(C)([O-])C.[K+]>CS(C)=O.O>[NH2:1][C:2]1[N:7]=[C:6]([NH2:8])[C:5]([CH2:9][C:10]2[C:15]3[CH2:16][CH:17]=[C:18]([CH3:20])[O:19][C:14]=3[C:13]([O:21][CH3:22])=[C:12]([O:23][CH3:24])[CH:11]=2)=[CH:4][N:3]=1 |f:1.2|. Procedure: A solution of 2,4-diamino-5-(7,8-dimethoxy-2-methyl-2H-1-benzopyran-5-ylmethyl)pyrimidine (967 mg, 2.94 mmol) and potassium t-butoxide (991 mg, 8.83 mmol) in dimethyl sulfoxide was maintained at 60°-70° for 0.5 hr under nitrogen. The solution was cooled and diluted with water (50 mL). The resulting precipitate (920 mg) was recrystallized from 95% ethanol to give the title compound as white crystals (820 mg, 85%), mp 215°-217° dec., structure confirmed by NMR spectrum. Anal. Calcd for C17H20N4O3 ... Reactants: C(C1=CC=CC=C1)NOCC1=CC=CC=C1 (N-Benzyl-O-(benzyl)hydroxylamine), CC(C=O)C (2-methylpropanal), BH3(pyridine), CC1=CC=C(C=C1)S(=O)(=O)[O-].C1=CC=[NH+]C=C1 (PPTS). The solvent is C1CCOC1.CO (THF MeOH). Reaction conditions: time 12 hour. Yields the product C(C(C)C)N(OCC1=CC=CC=C1)CC1=CC=CC=C1 (N-Isobutyl-N,O-dibenzylhydroxylamine). RXN SMILES: [CH2:1]([NH:8][O:9][CH2:10][C:11]1[CH:16]=[CH:15][CH:14]=[CH:13][CH:12]=1)[C:2]1[CH:7]=[CH:6][CH:5]=[CH:4][CH:3]=1.[CH3:17][CH:18]([CH3:21])[CH:19]=O.CC1C=CC(S([O-])(=O)=O)=CC=1.C1C=C[NH+]=CC=1>C1COCC1.CO>[CH2:17]([N:8]([CH2:1][C:2]1[CH:3]=[CH:4][CH:5]=[CH:6][CH:7]=1)[O:9][CH2:10][C:11]1[CH:16]=[CH:15][CH:14]=[CH:13][CH:12]=1)[CH:18]([CH3:21])[CH3:19] |f:2.3,4.5|. Procedure details: To a solution of II (1 eq.), 2-methylpropanal (1 eq.) and BH3(pyridine) (1 eq.) in THF:MeOH (1:3) was added PPTS (1 eq.). The reaction mixture was stirred at rt for 12 h and afforded, after aqueous workup and purification by column chromatography, III as a colorless oil.